From a dataset of the Open Reaction Database (ORD), a public repository of structured organic reaction records. describe an organic reaction: reactants, conditions, products, and yield Starting materials: CC(=O)Oc2ccc1ccccc1c2 (substrate), CC[Si](CC)(CC)B1OC(C)(C)C(C)(C)O1 (effective_coupling_partner). Conditions: temperature 50 celsius, time 15 hour. Product: CC[Si](CC)(CC)c2ccc1ccccc1c2. The reagents and catalysts are PCy3. Starting materials: O=C(Cl)C(Cl)(Cl)Cl, CC(N)C(Oc1ccc2c(cnn2-c2ccc(F)cc2)c1)c1ccccc1. Product: CC(NC(=O)C(Cl)(Cl)Cl)C(Oc1ccc2c(cnn2-c2ccc(F)cc2)c1)c1ccccc1. Reaction SMILES: [Cl:28][C:29]([C:30](=[O:31])[Cl:32])([Cl:33])[Cl:34].[F:1][c:2]1[cH:3][cH:4][c:5](-[n:8]2[n:9][cH:10][c:11]3[cH:12][c:13]([O:17][CH:18]([CH:19]([CH3:20])[NH2:21])[c:22]4[cH:23][cH:24][cH:25][cH:26][cH:27]4)[cH:14][cH:15][c:16]23)[cH:6][cH:7]1>>[F:1][c:2]1[cH:3][cH:4][c:5](-[n:8]2[n:9][cH:10][c:11]3[cH:12][c:13]([O:17][CH:18]([CH:19]([CH3:20])[NH:21][C:30]([C:29]([Cl:28])([Cl:33])[Cl:34])=[O:31])[c:22]4[cH:23][cH:24][cH:25][cH:26][cH:27]4)[cH:14][cH:15][c:16]23)[cH:6][cH:7]1. Reactants: CO, CCOC(C)=O, Cl, CC(=O)Nc1ccc(Oc2ccnc(Nc3ccc(F)cc3)n2)c(F)c1. Product: Nc1ccc(Oc2ccnc(Nc3ccc(F)cc3)n2)c(F)c1. Reaction SMILES: [CH3:28][OH:29].[CH3:30][CH2:31][O:32][C:33]([CH3:34])=[O:35].[ClH:27].[F:1][c:2]1[cH:3][c:4]([NH:23][C:24](=[O:25])[CH3:26])[cH:5][cH:6][c:7]1[O:8][c:9]1[n:10][c:11]([NH:15][c:16]2[cH:17][cH:18][c:19]([F:22])[cH:20][cH:21]2)[n:12][cH:13][cH:14]1>>[F:1][c:2]1[cH:3][c:4]([NH2:23])[cH:5][cH:6][c:7]1[O:8][c:9]1[n:10][c:11]([NH:15][c:16]2[cH:17][cH:18][c:19]([F:22])[cH:20][cH:21]2)[n:12][cH:13][cH:14]1. Isolated yield 117.8%. Solvent: C1(=CC=CC=C1)C (toluene). Starting materials: C(C1=CC=CC=C1)N1CCC(CC1)NC=1C=C(C(=O)N(CC)CC)C=CC1 (3-[N-(1-benzyl-piperidin-4-yl)-amino]-N,N-diethyl benzamide), C(C1=CC=CC=C1)N1CCC(CC1)NC=1C=C(C(=O)N(CC)CC)C=CC1 (3-[N-(1-benzyl-piperidin-4-yl)-amino]-N,N-diethyl benzamide), O (Water). Procedure: A mixture of 3-[N-(1-benzyl-piperidin-4-yl)-amino]-N,N-diethyl benzamide (compound 10) (360 mg, 0.98 mmol), Ph3Bi (1.10 g, 2.50 mmol), and Cu(OAc)2 (0.45 g, 2.48 mmol) in toluene (10 mL) was heated at 110° C. for 12 h. Another portion of Cu(OAc)2 (0.45 g) was added and the mixture was heated at 110° C. for an additional 12 h and allowed to cool to room temperature. Water (10 mL) was added and the mixture filtered through Celite®. The layers in the filtrate were separated, and the organic phase w... As a reaction SMILES: [CH2:1]([N:8]1[CH2:13][CH2:12][CH:11]([NH:14][C:15]2[CH:16]=[C:17]([CH:25]=[CH:26][CH:27]=2)[C:18]([N:20]([CH2:23][CH3:24])[CH2:21][CH3:22])=[O:19])[CH2:10][CH2:9]1)[C:2]1[CH:7]=[CH:6][CH:5]=[CH:4][CH:3]=1.O>C1(C)C=CC=CC=1.CC([O-])=O.CC([O-])=O.[Cu+2]>[CH2:1]([N:8]1[CH2:13][CH2:12][CH:11]([N:14]([C:15]2[CH:16]=[C:17]([CH:25]=[CH:26][CH:27]=2)[C:18]([N:20]([CH2:21][CH3:22])[CH2:23][CH3:24])=[O:19])[C:2]2[CH:7]=[CH:6][CH:5]=[CH:4][CH:3]=2)[CH2:10][CH2:9]1)[C:2]1[CH:7]=[CH:6][CH:5]=[CH:4][CH:3]=1 |f:3.4.5|. The reagents and catalysts are CC(=O)[O-].CC(=O)[O-].[Cu+2] (Cu(OAc)2), CC(=O)[O-].CC(=O)[O-].[Cu+2] (Cu(OAc)2). Product: C(C1=CC=CC=C1)N1CCC(CC1)N(C1=CC=CC=C1)C=1C=C(C(=O)N(CC)CC)C=CC1 (3-[N-(1-benzyl-piperidin-4-yl)-anilino]-N,N-diethyl benzamide). Reaction conditions: temperature 110 celsius. Reactants: Br.NC1=C(C(=NN1)C)Br (5-amino-4-bromo-3-methylpyrazole hydrobromide), C(C)(=O)C1C(=O)OCC1 (α-acetyl-γ-butyrolactone). The solvent is C(C)O (ethanol). Product: BrC=1C(=NN2C1N=C(C(=C2O)CCO)C)C (3-Bromo-6-(2-hydroxyethyl)-2,5-dimethylpyrazolo[1,5-a]pyrimidin-7-ol). Yield: 31.5%. RXN SMILES: Br.[NH2:2][C:3]1[NH:7][N:6]=[C:5]([CH3:8])[C:4]=1[Br:9].[C:10]([CH:13]1[CH2:18][CH2:17][O:16][C:14]1=[O:15])(=O)[CH3:11]>C(O)C>[Br:9][C:4]1[C:5]([CH3:8])=[N:6][N:7]2[C:14]([OH:15])=[C:13]([CH2:18][CH2:17][OH:16])[C:10]([CH3:11])=[N:2][C:3]=12 |f:0.1|. Reported procedure: A solution of 5-amino-4-bromo-3-methylpyrazole hydrobromide (13 g, 51 mmol) and α-acetyl-γ-butyrolactone (6.8 g, 53 mmol) in ethanol (65 mL) was heated under reflux for nine hours. After cooling to room temperature, the resulting crystals were collected by filtration, to give the title compound (4.6 g) as white crystals. The reactants are [Na] (sodium), 1-hydroxymethylene-cyclohexanone, COC=1C=C2C=3CCCC(C3NC2=CC1)=O (6-methoxy-1,2,3,4-tetrahydrocarbazol-1-one), [N+](=O)([O-])[O-].[Na+] (sodium nitrate), C(C)(=O)[O-].[Na+] (sodium acetate), C([O-])([O-])=O.[Na+].[Na+] (sodium carbonate), COC1=CC=C(N)C=C1 (p-methoxyaniline), Cl (hydrochloric acid). Solvent: O (water), O (water), CO (methanol). Run at temperature 0 celsius, time 3 hour. Product: COC1=CC=C(C=C1)NN=C1C(CCCC1)=O (cyclohexanedione-mono-p-methoxyphenylhydrazone). RXN SMILES: COC1C=C2C(=CC=1)[NH:12][C:11]1[C:10](=[O:16])[CH2:9][CH2:8][CH2:7][C:6]2=1.[CH3:17][O:18][C:19]1[CH:25]=[CH:24][C:22]([NH2:23])=[CH:21][CH:20]=1.Cl.[N+]([O-])([O-])=O.[Na+].[Na].C(=O)([O-])[O-].[Na+].[Na+].C([O-])(=O)C.[Na+]>CO.O>[CH3:17][O:18][C:19]1[CH:25]=[CH:24][C:22]([NH:23][N:12]=[C:11]2[CH2:6][CH2:7][CH2:8][CH2:9][C:10]2=[O:16])=[CH:21][CH:20]=1 |f:3.4,6.7.8,9.10,^1:31|. Reported procedure: 6-methoxy-1,2,3,4-tetrahydrocarbazol-1-one 123 g. (1 mole) of p-methoxyaniline are dissolved in 600 ml. of water with the addition of 260 g. of concentrated hydrochloric acid. After cooling down to 0° C., 69 g. of sodium nitrate dissolved in 130 ml. of water are added dropwise to the solution. The diazotation being complete, 350 ml. of methanol and 148 g. (1 mole) of the sodium salt of the 1-hydroxymethylene-cyclohexanone are added and the temperature is maintained below +3° C. by adding ice. By... The reactants are C(C)(C)(C)OC(NC(C(=O)N1CCC(CC1)(C(NC1CCCCC1)=O)CC1=CC=C(C=C1)C#N)CC=1SC=CC1)=O ({2-[4-(4-cyanobenzyl)-4-cyclohexylcarbamoyl-piperidin-1-yl]-2-oxo-1-thiophen-2-ylmethyl-ethyl}-carbamic acid tert-butyl ester), C[Si](C)(C)N=[N+]=[N-] (trimethylsilyl azide), C(CCC)[Sn](CCCC)=O (dibutyltin oxide). The solvent is C(OC)COC (dimethoxyethane). Conditions: temperature 100 celsius, time 5 hour. Yields the product C1(CCCCC1)NC(=O)C1(CCN(CC1)C([C@H](CC=1SC=CC1)N)=O)CC1=CC=C(C=C1)C1=NN=NN1 (1-(2-(S)-amino-3-thiophen-2-yl-propionyl)-4-[4-(1H-tetrazol-5-yl)-benzyl]-piperidine-4-carboxylic acid cyclohexylamide), hydrochloride salt. As a reaction SMILES: C(OC(=O)[NH:7][CH:8]([CH2:35][C:36]1[S:37][CH:38]=[CH:39][CH:40]=1)[C:9]([N:11]1[CH2:16][CH2:15][C:14]([CH2:26][C:27]2[CH:32]=[CH:31][C:30]([C:33]#[N:34])=[CH:29][CH:28]=2)([C:17](=[O:25])[NH:18][CH:19]2[CH2:24][CH2:23][CH2:22][CH2:21][CH2:20]2)[CH2:13][CH2:12]1)=[O:10])(C)(C)C.C[Si]([N:46]=[N+:47]=[N-:48])(C)C.C([Sn](=O)CCCC)CCC>C(COC)OC>[CH:19]1([NH:18][C:17]([C:14]2([CH2:26][C:27]3[CH:28]=[CH:29][C:30]([C:33]4[NH:34][N:48]=[N:47][N:46]=4)=[CH:31][CH:32]=3)[CH2:15][CH2:16][N:11]([C:9](=[O:10])[C@@H:8]([NH2:7])[CH2:35][C:36]3[S:37][CH:38]=[CH:39][CH:40]=3)[CH2:12][CH2:13]2)=[O:25])[CH2:20][CH2:21][CH2:22][CH2:23][CH2:24]1. Procedure: To a solution of {2-[4-(4-cyanobenzyl)-4-cyclohexylcarbamoyl-piperidin-1-yl]-2-oxo-1-thiophen-2-ylmethyl-ethyl}-carbamic acid tert-butyl ester (9.77 mmol; 5.85 g) (prepared as in Example 1, substituting 4-cyanobenzylbromide for 4-biphenylmethyl bromide and cyclohexylamine for cyclohexylmethylamine), in dimethoxyethane (3 mL) was added trimethylsilyl azide (0.67 mmol; 0.088 mL) and dibutyltin oxide (0.201 mmol; 53.15 mg). The resulting mixture was heated at 100° C. for 18 hours and then purified ...